From a dataset of the Open Reaction Database (ORD), a public repository of structured organic reaction records. describe an organic reaction: reactants, conditions, products, and yield The reactants are C(CCC)[Li] (n-Butyllithium), solution, CN1C=NC2=C1C=CC=C2 (1-methyl-benzimidazole), [Na+].[Na+].C(CN(CC(=O)[O-])CC(=O)[O-])N(CC(=O)O)CC(=O)O (ethylenediamine tetraacetic acid disodium salt), COC1=NC2=C(C=C(C=C2C=C1)Br)C (2-Methoxy-6-bromo-8-methylquinoline), tetrakis (triphenylphosphine)palladium, [Cl-].[NH4+] (ammonium chloride). Reagents/catalysts: [Cl-].[Zn+2].[Cl-] (zinc chloride). Solvent: O1CCCC1 (THF), O (water), CCCCCC (hexane), O1CCCC1 (tetrahydrofuran), CO (methanol), C(C)(=O)OCC (Ethyl acetate). Yields the product COC1=NC2=C(C=C(C=C2C=C1)C1=NC2=C(N1C)C=CC=C2)C (2-Methoxy-6-(1-methylbenzimidazol-2-yl)-8-methyl-quinoline). Isolated yield 76.2%. Reaction SMILES: C([Li])CCC.[CH3:6][N:7]1[C:11]2[CH:12]=[CH:13][CH:14]=[CH:15][C:10]=2[N:9]=[CH:8]1.[CH3:16][O:17][C:18]1[CH:27]=[CH:26][C:25]2[C:20](=[C:21]([CH3:29])[CH:22]=[C:23](Br)[CH:24]=2)[N:19]=1.[Cl-].[NH4+].[Na+].[Na+].C(N(CC(O)=O)CC(O)=O)CN(CC([O-])=O)CC([O-])=O>CCCCCC.O1CCCC1.O.[Cl-].[Zn+2].[Cl-].CO.C(OCC)(=O)C>[CH3:16][O:17][C:18]1[CH:27]=[CH:26][C:25]2[C:20](=[C:21]([CH3:29])[CH:22]=[C:23]([C:8]3[N:7]([CH3:6])[C:11]4[CH:12]=[CH:13][CH:14]=[CH:15][C:10]=4[N:9]=3)[CH:24]=2)[N:19]=1 |f:3.4,5.6.7,11.12.13|. Procedure: n-Butyllithium (3.55 cm3 of a 1.55M solution in hexane) was added dropwise to a stirred solution of 1-methyl-benzimidazole (0.6 g) in tetrahydrofuran (THF) (10 cm3) at -50° under nitrogen. After 1 hour a solution of anhydrous zinc chloride (1.5 g) in THF (10 cm3) was added and the mixture allowed to warm to room temperature. 2-Methoxy-6-bromo-8-methylquinoline (1.25 g) and tetrakis (triphenylphosphine)palladium (O) (0.05 g) were added and the mixture heated under reflux for 4 hours. Saturated am... Starting materials: C1CCOC1, CC(C)(C)[O-], CN(CCc1ccc([N+](=O)[O-])cc1)C(=O)[O-], CI, [K+], O. Yields the product COC(=O)N(C)CCc1ccc([N+](=O)[O-])cc1. Reaction SMILES: [CH2:25]1[O:26][CH2:27][CH2:28][CH2:29]1.[CH3:17][C:18]([CH3:19])([O-:20])[CH3:21].[CH3:1][N:2]([C:3]([O-:4])=[O:5])[CH2:6][CH2:7][c:8]1[cH:9][cH:10][c:11]([N+:14](=[O:15])[O-:16])[cH:12][cH:13]1.[CH3:23][I:24].[K+:22].[OH2:30]>>[CH3:1][N:2]([C:3](=[O:4])[O:5][CH3:17])[CH2:6][CH2:7][c:8]1[cH:9][cH:10][c:11]([N+:14](=[O:15])[O-:16])[cH:12][cH:13]1. The solvent is CO (methanol), CO (methanol). Procedure: A solution of 0.18 g of zinc chloride and 0.083 g of sodium cyanoborohydride in 3 ml of methanol was added to a solution of 0.40 g of trans-4-amino-3,4-dihydro-2,2-dimethyl-6-trifluoromethylsulfonyl-2H-1-benzopyran-3-ol (prepared from its hydrochloride prepared as described in Preparation 9) and 0.20 g of methyl 2-formylbenzoate in 6 ml of methanol, and the resulting mixture was stirred at room temperature for 1 hour and then at 50° C. for 24 hours. At the end of this time, the mixture was coole... The reactants are C(#N)[BH3-].[Na+] (sodium cyanoborohydride), N[C@H]1[C@@H](C(OC2=C1C=C(C=C2)S(=O)(=O)C(F)(F)F)(C)C)O (trans-4-amino-3,4-dihydro-2,2-dimethyl-6-trifluoromethylsulfonyl-2H-1-benzopyran-3-ol), C(=O)C1=C(C(=O)OC)C=CC=C1 (methyl 2-formylbenzoate), C(O)([O-])=O.[Na+] (sodium hydrogencarbonate). RXN SMILES: C([BH3-])#N.[Na+].[NH2:5][C@@H:6]1[C:11]2[CH:12]=[C:13]([S:16]([C:19]([F:22])([F:21])[F:20])(=[O:18])=[O:17])[CH:14]=[CH:15][C:10]=2[O:9][C:8]([CH3:24])([CH3:23])[C@H:7]1[OH:25].[CH:26]([C:28]1[CH:37]=[CH:36][CH:35]=[CH:34][C:29]=1[C:30](OC)=O)=[O:27].C(=O)([O-])O.[Na+]>CO.[Cl-].[Zn+2].[Cl-]>[CH3:24][C:8]1([CH3:23])[C@@H:7]([OH:25])[C@H:6]([N:5]2[CH2:30][C:29]3[C:28](=[CH:37][CH:36]=[CH:35][CH:34]=3)[C:26]2=[O:27])[C:11]2[CH:12]=[C:13]([S:16]([C:19]([F:21])([F:22])[F:20])(=[O:18])=[O:17])[CH:14]=[CH:15][C:10]=2[O:9]1 |f:0.1,4.5,7.8.9|. Yields the product CC1(OC2=C([C@H]([C@@H]1O)N1C(C3=CC=CC=C3C1)=O)C=C(C=C2)S(=O)(=O)C(F)(F)F)C (trans-3,4-Dihydro 2,2-dimethyl-4-(1-oxoisoindolin-2-yl)-6-trifluoromethylsulfonyl-2H-1-benzopyran-3-ol). Conditions: time 1 hour. Reagents/catalysts: [Cl-].[Zn+2].[Cl-] (zinc chloride). Yield: 63.2%. Reactants: C(=O)(O)C1=CC=C(C=C1)N1C(=O)CCC2=CC=CC=C12 (1-(4-carboxyphenyl)-3,4-dihydrocarbostyril), S(=O)(Cl)Cl (thionyl chloride). The solvent is C(Cl)(Cl)Cl (chloroform). Yields the product N1(C(=O)CCC2=CC=CC=C12)C1=CC=C(C(=O)Cl)C=C1 (4-(3,4-dihydrocarbostyril-1-yl)benzoic acid chloride). As a reaction SMILES: [C:1]([C:4]1[CH:9]=[CH:8][C:7]([N:10]2[C:20]3[C:15](=[CH:16][CH:17]=[CH:18][CH:19]=3)[CH2:14][CH2:13][C:11]2=[O:12])=[CH:6][CH:5]=1)(O)=[O:2].S(Cl)([Cl:23])=O>C(Cl)(Cl)Cl>[N:10]1([C:7]2[CH:8]=[CH:9][C:4]([C:1]([Cl:23])=[O:2])=[CH:5][CH:6]=2)[C:20]2[C:15](=[CH:16][CH:17]=[CH:18][CH:19]=2)[CH2:14][CH2:13][C:11]1=[O:12]. Procedure: To a solution of 1-(4-carboxyphenyl)-3,4-dihydrocarbostyril (0.2 g) in chloroform (5 ml) is added thionyl chloride (0.8 ml) and the mixture is refluxed with heating for 1 hour. Then, chloroform and thionyl chloride are distilled off under reduced pressure to give 4-(3,4-dihydrocarbostyril-1-yl)benzoic acid chloride.